From a dataset of the Open Reaction Database (ORD), a public repository of structured organic reaction records. describe an organic reaction: reactants, conditions, products, and yield The reactants are C(#N)C(C(=O)OCC)=CNC=1C=CC2=C(CCS2(=O)=O)C1 (ethyl 2-cyano-3-[(1,1-dioxido-2,3-dihydro-1-benzothien-5-yl)amino]acrylate), CCCCCC (hexane). The solvent is C1=CC=C(C=C1)C2=CC=CC=C2.C1=CC=C(C=C1)OC2=CC=CC=C2 (Dowtherm A). Run at temperature 290 celsius, time 30 minute. The product is O=C1C(=CNC2=CC=C3C(=C12)CCS3(=O)=O)C#N (9-oxo-1,2,6,9-tetrahydrothieno[3,2-f]quinoline-8-carbonitrile 3,3-dioxide). The yield is 377.9%. As a reaction SMILES: [C:1]([C:3](=[CH:9][NH:10][C:11]1[CH:12]=[CH:13][C:14]2[S:18](=[O:20])(=[O:19])[CH2:17][CH2:16][C:15]=2[CH:21]=1)[C:4]([O:6]CC)=O)#[N:2].CCCCCC>C1C=CC(C2C=CC=CC=2)=CC=1.C1C=CC(OC2C=CC=CC=2)=CC=1>[O:6]=[C:4]1[C:21]2[C:11](=[CH:12][CH:13]=[C:14]3[S:18](=[O:19])(=[O:20])[CH2:17][CH2:16][C:15]3=2)[NH:10][CH:9]=[C:3]1[C:1]#[N:2] |f:2.3|. Reported procedure: 1.5 g (0.85 mmol) of ethyl 2-cyano-3-[(1,1-dioxido-2,3-dihydro-1-benzothien-5-yl)amino]acrylate were suspended in 15 ml of Dowtherm A and heated in a metal bath at 290° C. for about 1 h. The reaction mixture was then cooled to RT. The mixture was subsequently mixed with hexane and stirred at RT for 30 min; the precipitate produced thereby was filtered off with suction and washed with hexane. 836 mg (65%) of the desired product were obtained in the form of brownish crystals.